From a dataset of the Open Reaction Database (ORD), a public repository of structured organic reaction records. describe an organic reaction: reactants, conditions, products, and yield Reactants: ClC1=CC=C(C=C1)C1=CC(=C(S1)C)C1C(C\C(\C1=O)=C/C1CCOCC1)=O (2-[5-(4-Chloro-phenyl)-2-methyl-thiophen-3-yl]-4-[1-(tetrahydro-pyran-4-yl)-meth-(E)-ylidene]-cyclopentane-1,3-dione). The reagents and catalysts are [Pd] (palladium on carbon). Solvent: C(C)O (ethanol). Conditions: time 4 hour. Yields the product ClC1=CC=C(C=C1)C1=CC(=C(S1)C)C1C(CC(C1=O)CC1CCOCC1)=O (2-[5-(4-Chloro-phenyl)-2-methyl-thiophen-3-yl]-4-(tetrahydro-pyran-4-ylmethyl)-cyclopentane-1,3-dione). Yield: 48.5%. RXN SMILES: [Cl:1][C:2]1[CH:7]=[CH:6][C:5]([C:8]2[S:12][C:11]([CH3:13])=[C:10]([CH:14]3[C:18](=[O:19])/[C:17](=[CH:20]/[CH:21]4[CH2:26][CH2:25][O:24][CH2:23][CH2:22]4)/[CH2:16][C:15]3=[O:27])[CH:9]=2)=[CH:4][CH:3]=1>C(O)C.[Pd]>[Cl:1][C:2]1[CH:3]=[CH:4][C:5]([C:8]2[S:12][C:11]([CH3:13])=[C:10]([CH:14]3[C:18](=[O:19])[CH:17]([CH2:20][CH:21]4[CH2:26][CH2:25][O:24][CH2:23][CH2:22]4)[CH2:16][C:15]3=[O:27])[CH:9]=2)=[CH:6][CH:7]=1. Reported procedure: To a solution of 2-[5-(4-Chloro-phenyl)-2-methyl-thiophen-3-yl]-4-[1-(tetrahydro-pyran-4-yl)-meth-(E)-ylidene]-cyclopentane-1,3-dione (88 mg, 0.22 mmol) in ethanol (2 ml) was added 5% palladium on carbon (9 mg) and the reaction stirred under an atmosphere of hydrogen at a pressure of 2 bar for 4 hours. The crude reaction mixture was filtered through a pad of Celite and purified by preparative mass-directed HPLC to give 2-[5-(4-Chloro-phenyl)-2-methyl-thiophen-3-yl]-4-(tetrahydro-pyran-4-ylmethyl... The reactants are C(C)(C)C=1C=C(N)C=CC1OC (3-isopropyl-4-methoxyaniline), OCC(O)CO (glycerol), As2O5, OS(=O)(=O)O (H2SO4), C(=O)(O)[O-].[Na+] (NaHCO3). Solvent: O (water), O (water), C(C)(=O)OCC (ethyl acetate). Run at temperature 100 celsius. The product is C(C)(C)C1=C(C=C2C=CC=NC2=C1)OC (7-isopropyl-6-methoxyquinoline). Isolated yield 54.3%. As a reaction SMILES: [CH:1]([C:4]1[CH:5]=[C:6]([CH:8]=[CH:9][C:10]=1[O:11][CH3:12])[NH2:7])([CH3:3])[CH3:2].O[CH2:14][CH:15]([CH2:17]O)O.OS(O)(=O)=O.C([O-])(O)=O.[Na+]>O.C(OCC)(=O)C>[CH:1]([C:4]1[CH:5]=[C:6]2[C:8]([CH:14]=[CH:15][CH:17]=[N:7]2)=[CH:9][C:10]=1[O:11][CH3:12])([CH3:3])[CH3:2] |f:3.4|. Procedure: A mixture of 3-isopropyl-4-methoxyaniline (4.22 g, 23.6 mmol), 5.87 g (63.7 mmole) of glycerol and 3.25 g (14 mmol) of As2O5 was heated to 100° C. with stirring At 100° C., 4.0 mL of concentrated H2SO4 was added dropwise. The mixture was heated at 150-160° C. for six hours, then cooled to 80° C., and 20 mL water was added, followed by aqueous saturated NaHCO3 until the mixture reached pH7-8. The mixture was diluted with 100 mL of water and 300 mL of ethyl acetate and the solution mixture was dec... The reactants are C(=O)(OCC1=CC=CC=C1)N[C@@H](C(C)C)C(=O)OCC(CC(C(=O)O)(C)C)OC(CCCCCCCCCCCCCCCCC)=O (5-(N-CBz-L-valyloxy)-4-stearoyloxy-2,2-dimethylvaleric acid), aqueous solution, [OH-].C(CCC)[N+](CCCC)(CCCC)CCCC (tetrabutylammonium hydroxide), ClCI (chloroiodomethane). Run in O1CCOCC1 (dioxane). Run at time 5 minute. The product is C(=O)(OCC1=CC=CC=C1)N[C@@H](C(C)C)C(=O)OCC(CC(C(=O)OCCl)(C)C)OC(CCCCCCCCCCCCCCCCC)=O (chloromethyl 5-(N-CBz-L-valyloxy)4-stearoyloxy-2,2-dimethylvalerate). Yield: 64.5%. As a reaction SMILES: [C:1]([NH:11][C@H:12]([C:16]([O:18][CH2:19][CH:20]([O:28][C:29](=[O:47])[CH2:30][CH2:31][CH2:32][CH2:33][CH2:34][CH2:35][CH2:36][CH2:37][CH2:38][CH2:39][CH2:40][CH2:41][CH2:42][CH2:43][CH2:44][CH2:45][CH3:46])[CH2:21][C:22]([CH3:27])([CH3:26])[C:23]([OH:25])=[O:24])=[O:17])[CH:13]([CH3:15])[CH3:14])([O:3][CH2:4][C:5]1[CH:10]=[CH:9][CH:8]=[CH:7][CH:6]=1)=[O:2].[OH-].C([N+](CCCC)(CCCC)CCCC)CCC.[Cl:66][CH2:67]I>O1CCOCC1>[C:1]([NH:11][C@H:12]([C:16]([O:18][CH2:19][CH:20]([O:28][C:29](=[O:47])[CH2:30][CH2:31][CH2:32][CH2:33][CH2:34][CH2:35][CH2:36][CH2:37][CH2:38][CH2:39][CH2:40][CH2:41][CH2:42][CH2:43][CH2:44][CH2:45][CH3:46])[CH2:21][C:22]([CH3:26])([CH3:27])[C:23]([O:25][CH2:67][Cl:66])=[O:24])=[O:17])[CH:13]([CH3:15])[CH3:14])([O:3][CH2:4][C:5]1[CH:6]=[CH:7][CH:8]=[CH:9][CH:10]=1)=[O:2] |f:1.2|. Procedure: To a solution of 5-(N-CBz-L-valyloxy)-4-stearoyloxy-2,2-dimethylvaleric acid (16.0 g, 24 mmol) in dioxane (500 mL), was added dropwise a 40% aqueous solution of tetrabutylammonium hydroxide (14.3 mL). After stirring for 5 min, the solution was evaporated to dryness through co-evaporation with dioxane and toluene. The residue was dissolved in dichloromethane (500 mL) and then chloroiodomethane (17.5 mL, 240 mmol) was added and the solution was stirred for 6 h at room temperature. The solution was... Yield: 81.6%. The product is ClC1=CC=C(C=C1)C1=C(C(=CC2=CC(=CC=C12)O[Si](C(C)C)(C(C)C)C(C)C)C)C(C(=O)OCC)=O (ethyl 2-(1-(4-chlorophenyl)-3-methyl-6-(triisopropyl-silyloxy)naphthalen-2-yl)-2-oxoacetate). Reactants: [Li]CCCC (n-BuLi), BrC=1C(=C2C=CC(=CC2=CC1C)O[Si](C(C)C)(C(C)C)C(C)C)C1=CC=C(C=C1)Cl ((6-bromo-5-(4-chlorophenyl)-7-methylnaphthalen-2-yloxy)triisopropylsilane), C(C(=O)OCC)(=O)OCC (diethyl oxalate). Conditions: time 45 minute. Procedure: To a solution of (6-bromo-5-(4-chlorophenyl)-7-methylnaphthalen-2-yloxy)triisopropylsilane (2.5 g, 4.9 mmol) in THF (50 mL) cooled to −78° C. was added n-BuLi (1.6 M in hexanes, 4.6 mL, 7.4 mmol) dropwise. The resulting solution was allowed to stir at −78° C. for 30 min before addition of diethyl oxalate (1.7 mL, 12.4 mmol). After 45 min at −78° C., the cold bath was removed and the reaction allowed to warm to room temperature over 1 h. 5% citric acid (50 mL) solution was added and the layers se... Run in C1CCOC1 (THF). Reaction SMILES: Br[C:2]1[C:3]([C:24]2[CH:29]=[CH:28][C:27]([Cl:30])=[CH:26][CH:25]=2)=[C:4]2[C:9](=[CH:10][C:11]=1[CH3:12])[CH:8]=[C:7]([O:13][Si:14]([CH:21]([CH3:23])[CH3:22])([CH:18]([CH3:20])[CH3:19])[CH:15]([CH3:17])[CH3:16])[CH:6]=[CH:5]2.[Li]CCCC.[C:36]([O:43][CH2:44][CH3:45])(=[O:42])[C:37]([O:39]CC)=O>C1COCC1>[Cl:30][C:27]1[CH:26]=[CH:25][C:24]([C:3]2[C:4]3[C:9](=[CH:8][C:7]([O:13][Si:14]([CH:21]([CH3:23])[CH3:22])([CH:18]([CH3:20])[CH3:19])[CH:15]([CH3:16])[CH3:17])=[CH:6][CH:5]=3)[CH:10]=[C:11]([CH3:12])[C:2]=2[C:37](=[O:39])[C:36]([O:43][CH2:44][CH3:45])=[O:42])=[CH:29][CH:28]=1. The reactants are 5-(2,4-dichlorophenyl)-N-[(3R,4S)-4-ethoxy-1-(1,3-thiazol-2-yl)pyrrolidin-3-yl}-3,6-diethylpyrzin-2-amine, BrC1=NC=CC=C1 (2-bromopyridine), C(C)O[C@@H]1[C@@H](CNC1)NC1=NC(=C(N=C1CC)C1=C(C=C(C=C1)OC)C)CC (N-[(3R,4S)-4-ethoxypyrrolidin-3-yl]-3,6-diethyl-5-(4-methoxy-2-methylphenyl)pyrazin-2-amine). Yields the product C(C)O[C@@H]1[C@@H](CN(C1)C1=NC=CC=C1)NC1=NC(=C(N=C1CC)C1=C(C=C(C=C1)OC)C)CC (N-[(3R,4S)-4-ethoxy-1-pyridin-2-ylpyrrolidin-3-yl]-3,6-diethyl-5-(4-methoxy-2-methylphenyl)pyrazin-2-amine). As a reaction SMILES: Br[C:2]1[CH:7]=[CH:6][CH:5]=[CH:4][N:3]=1.[CH2:8]([O:10][C@H:11]1[CH2:15][NH:14][CH2:13][C@H:12]1[NH:16][C:17]1[C:22]([CH2:23][CH3:24])=[N:21][C:20]([C:25]2[CH:30]=[CH:29][C:28]([O:31][CH3:32])=[CH:27][C:26]=2[CH3:33])=[C:19]([CH2:34][CH3:35])[N:18]=1)[CH3:9]>>[CH2:8]([O:10][C@H:11]1[CH2:15][N:14]([C:2]2[CH:7]=[CH:6][CH:5]=[CH:4][N:3]=2)[CH2:13][C@H:12]1[NH:16][C:17]1[C:22]([CH2:23][CH3:24])=[N:21][C:20]([C:25]2[CH:30]=[CH:29][C:28]([O:31][CH3:32])=[CH:27][C:26]=2[CH3:33])=[C:19]([CH2:34][CH3:35])[N:18]=1)[CH3:9]. Reported procedure: Following the procedure for the preparation of 5-(2,4-dichlorophenyl)-N-[(3R,4S)-4-ethoxy-1-(1,3-thiazol-2-yl)pyrrolidin-3-yl}-3,6-diethylpyrzin-2-amine but substituting 2-bromopyridine and starting with N-[(3R,4S)-4-ethoxypyrrolidin-3-yl]-3,6-diethyl-5-(4-methoxy-2-methylphenyl)pyrazin-2-amine provided the title compound as an amorphous solid. 1H NMR (CDCl3) δ 1.15, 1.31, 2.14, 2.49, 2.71, 3.42, 3.54, 3.78, 3.85, 4.07, 4.28, 4.92, 5.21, 6.50˜6.66, 6.79, 6.84, 7.12, 8.20; IR (diffuse reflectance... Yield: 70.8%. Reactants: NC1=C(C(N(C(N1CCC)=O)CCC)=O)NC(\C=C\C1=CC(=C(C(=C1)OC)OC)OC)=O ((E)-6-amino-1,3-dipropyl-5-(3,4,5-trimethoxycinnamoylamino)uracil), [OH-].[Na+] (sodium hydroxide). Yields the product C(CC)N1C(=O)N(C=2N=C(NC2C1=O)\C=C\C1=CC(=C(C(=C1)OC)OC)OC)CCC ((E)-1,3-Dipropyl-8-(3,4,5-trimethoxystyryl)xanthine). Procedure details: To 10.02 g (22.5 mmol) of Compound E were added 100 ml of dioxane and 100 ml of an aqueous 2N.sodium hydroxide solution, and the solution was heated under reflux for 10 minutes. After cooling, the solution was neutralized, and deposited crystals were collected by filtration. Then, the collected crystals were recrystallized from dioxane/water to give 6.83 g (yield 91%) of Compound 9 as white crystals. Reaction SMILES: [NH2:1][C:2]1[N:7]([CH2:8][CH2:9][CH3:10])[C:6](=[O:11])[N:5]([CH2:12][CH2:13][CH3:14])[C:4](=[O:15])[C:3]=1[NH:16][C:17](=O)/[CH:18]=[CH:19]/[C:20]1[CH:25]=[C:24]([O:26][CH3:27])[C:23]([O:28][CH3:29])=[C:22]([O:30][CH3:31])[CH:21]=1.[OH-].[Na+]>O1CCOCC1>[CH2:12]([N:5]1[C:4](=[O:15])[C:3]2[NH:16][C:17](/[CH:18]=[CH:19]/[C:20]3[CH:25]=[C:24]([O:26][CH3:27])[C:23]([O:28][CH3:29])=[C:22]([O:30][CH3:31])[CH:21]=3)=[N:1][C:2]=2[N:7]([CH2:8][CH2:9][CH3:10])[C:6]1=[O:11])[CH2:13][CH3:14] |f:1.2|. Solvent: O1CCOCC1 (dioxane). Reactants: C([O-])([O-])=O.[Cs+].[Cs+] (cesium carbonate), ClC1=CC=C(C(=N1)N)[N+](=O)[O-] (6-chloro-3-nitropyridin-2-amine), N1=CC(=CC=C1)B(O)O (3-pyridineboronic acid), aqueous solution. Run in O1CCOCC1 (dioxane). Conditions: time 3 hour. Product: [N+](=O)([O-])C=1C=CC(=NC1N)C=1C=NC=CC1 (5-Nitro-2,3′-bipyridin-6-amine). Isolated yield 77.1%. As a reaction SMILES: Cl[C:2]1[N:7]=[C:6]([NH2:8])[C:5]([N+:9]([O-:11])=[O:10])=[CH:4][CH:3]=1.[N:12]1[CH:17]=[CH:16][CH:15]=[C:14](B(O)O)[CH:13]=1.C(=O)([O-])[O-].[Cs+].[Cs+]>O1CCOCC1>[N+:9]([C:5]1[CH:4]=[CH:3][C:2]([C:14]2[CH:13]=[N:12][CH:17]=[CH:16][CH:15]=2)=[N:7][C:6]=1[NH2:8])([O-:11])=[O:10] |f:2.3.4|. Procedure details: An oven dried resealable Schlenk tube was charged with 6-chloro-3-nitropyridin-2-amine (5 g, 28.81 mmol), 3-pyridineboronic acid (5.31 g, 43.2 mmol), dioxane (250 mL) and a 2M aqueous solution of cesium carbonate (43 mL, 86.4 mmol). The Schlenk tube was subjected to three cycles of evacuation-backfilling with argon, and 1,1′-bis(diphenylphosphino)ferrocene-palladium(II) dichloride dichloromethane complex (2.3 g, 2.81 mmol) was added. After three new cycles of evacuation-backfilling with argon, t...